This data is from the Open Reaction Database (ORD), a public repository of structured organic reaction records. The task is: describe an organic reaction: reactants, conditions, products, and yield Reactants: BrC(Br)(Br)Br, C1CCOC1, c1ccc(P(c2ccccc2)c2ccccc2)cc1, OCCc1cccnc1. The product is BrCCc1cccnc1. Reaction SMILES: [Br:10][C:11]([Br:12])([Br:13])[Br:14].[CH2:34]1[O:35][CH2:36][CH2:37][CH2:38]1.[c:15]1([P:16]([c:17]2[cH:18][cH:19][cH:20][cH:21][cH:22]2)[c:23]2[cH:24][cH:25][cH:26][cH:27][cH:28]2)[cH:29][cH:30][cH:31][cH:32][cH:33]1.[n:1]1[cH:2][c:3]([CH2:7][CH2:8][OH:9])[cH:4][cH:5][cH:6]1>>[n:1]1[cH:2][c:3]([CH2:7][CH2:8][Br:10])[cH:4][cH:5][cH:6]1. Reactants: C(C)(C)NC1=C(C=C(C=C1)C(F)(F)F)[N+](=O)[O-] (N-isopropyl-2-nitro-4-trifluoromethylaniline). The reagents and catalysts are [Pd] (palladium charcoal). Solvent: C(C)(=O)OCC (ethyl acetate). Reaction conditions: time 1.5 hour. Product: C(C)(C)NC=1C(=CC(=CC1)C(F)(F)F)N (N1-isopropyl-4-trifluoromethylbenzene-1,2-diamine). Isolated yield 90.6%. Reaction SMILES: [CH:1]([NH:4][C:5]1[CH:10]=[CH:9][C:8]([C:11]([F:14])([F:13])[F:12])=[CH:7][C:6]=1[N+:15]([O-])=O)([CH3:3])[CH3:2]>[Pd].C(OCC)(=O)C>[CH:1]([NH:4][C:5]1[C:6]([NH2:15])=[CH:7][C:8]([C:11]([F:13])([F:14])[F:12])=[CH:9][CH:10]=1)([CH3:3])[CH3:2]. Reported procedure: A mixture of 5.46 g of N-isopropyl-2-nitro-4-trifluoromethylaniline, 30 ml of ethyl acetate and 5% palladium charcoal (catalytic amount) was stirred for 1.5 hours at room temperature under a hydrogen atmosphere of about 1 atm. The reaction mixture was filtrated through Celite (registered trademark). The filtrate was washed with water, dried over sodium sulfate, then, concentrated under reduced pressure, to obtain 4.35 g of N1-isopropyl-4-trifluoromethylbenzene-1,2-diamine.